From a dataset of the Open Reaction Database (ORD), a public repository of structured organic reaction records. describe an organic reaction: reactants, conditions, products, and yield As a reaction SMILES: [Br:39][c:40]1[cH:41][cH:42][cH:43][c:44]([C:46](=[O:47])[NH:48][CH:49]([CH3:50])[CH3:51])[n:45]1.[OH:1][C:2]([CH:3]([CH3:4])[CH3:5])([c:6]1[n:7][cH:8][n:9]([C:11]([c:12]2[cH:13][cH:14][cH:15][cH:16][cH:17]2)([c:18]2[cH:19][cH:20][cH:21][cH:22][cH:23]2)[c:24]2[cH:25][cH:26][cH:27][cH:28][cH:29]2)[cH:10]1)[c:30]1[cH:31][cH:32][c:33]([B:36]([OH:37])[OH:38])[cH:34][cH:35]1.[cH:52]1[cH:53][cH:54][c:55]([P:56]([Pd:57]([P:58]([c:59]2[cH:60][cH:61][cH:62][cH:63][cH:64]2)([c:65]2[cH:66][cH:67][cH:68][cH:69][cH:70]2)[c:71]2[cH:72][cH:73][cH:74][cH:75][cH:76]2)([P:77]([c:78]2[cH:79][cH:80][cH:81][cH:82][cH:83]2)([c:84]2[cH:85][cH:86][cH:87][cH:88][cH:89]2)[c:90]2[cH:91][cH:92][cH:93][cH:94][cH:95]2)[P:96]([c:97]2[cH:98][cH:99][cH:100][cH:101][cH:102]2)([c:103]2[cH:104][cH:105][cH:106][cH:107][cH:108]2)[c:109]2[cH:110][cH:111][cH:112][cH:113][cH:114]2)([c:115]2[cH:116][cH:117][cH:118][cH:119][cH:120]2)[c:121]2[cH:122][cH:123][cH:124][cH:125][cH:126]2)[cH:127][cH:128]1>>[OH:1][C:2]([CH:3]([CH3:4])[CH3:5])([c:6]1[n:7][cH:8][n:9]([C:11]([c:12]2[cH:13][cH:14][cH:15][cH:16][cH:17]2)([c:18]2[cH:19][cH:20][cH:21][cH:22][cH:23]2)[c:24]2[cH:25][cH:26][cH:27][cH:28][cH:29]2)[cH:10]1)[c:30]1[cH:31][cH:32][c:33](-[c:40]2[cH:41][cH:42][cH:43][c:44]([C:46](=[O:47])[NH:48][CH:49]([CH3:50])[CH3:51])[n:45]2)[cH:34][cH:35]1. The product is CC(C)NC(=O)c1cccc(-c2ccc(C(O)(c3cn(C(c4ccccc4)(c4ccccc4)c4ccccc4)cn3)C(C)C)cc2)n1. Starting materials: CC(C)NC(=O)c1cccc(Br)n1, CC(C)C(O)(c1ccc(B(O)O)cc1)c1cn(C(c2ccccc2)(c2ccccc2)c2ccccc2)cn1, c1ccc(P(c2ccccc2)(c2ccccc2)[Pd](P(c2ccccc2)(c2ccccc2)c2ccccc2)(P(c2ccccc2)(c2ccccc2)c2ccccc2)P(c2ccccc2)(c2ccccc2)c2ccccc2)cc1. Starting materials: [Al+3], CN1CCC(C(=O)O)CC1, [Cl-], [Cl-], [Cl-], [Cl-], Clc1ccccc1, O. Yields the product CN1CCC(C(=O)c2ccc(Cl)cc2)CC1. Reaction SMILES: [Al+3:2].[CH3:6][N:7]1[CH2:8][CH2:9][CH:10]([C:13](=[O:14])[OH:15])[CH2:11][CH2:12]1.[Cl-:1].[Cl-:3].[Cl-:4].[Cl-:5].[Cl:17][c:18]1[cH:19][cH:20][cH:21][cH:22][cH:23]1.[OH2:16]>>[CH3:6][N:7]1[CH2:8][CH2:9][CH:10]([C:13](=[O:15])[c:21]2[cH:20][cH:19][c:18]([Cl:17])[cH:23][cH:22]2)[CH2:11][CH2:12]1. The reactants are S(=O)(=O)(N)N (sulfamide), allyloxycarbonyl, C1(=CC=CC=C1)P(C1=CC=CC=C1)C1=CC=CC=C1 (triphenylphosphine), C(C)C(C(=O)[O-])CCCC.[Na+] (sodium 2-ethylhexanoate), palladium tetrakistriphenylphosphine. The solvent is C1=CC=CC=C1 (benzene), C(C)(=O)OCC (ethyl acetate), C(C)(=O)OCC (ethyl acetate). Conditions: time 30 minute. Product: C(C1=CC=CC=C1)NS(=O)(=O)N (benzylsulfamide). The yield is 64.0%. RXN SMILES: [S:1]([NH2:5])([NH2:4])(=[O:3])=[O:2].C1(P(C2C=CC=CC=2)C2C=CC=CC=2)C=CC=CC=1.[CH2:25]([CH:27]([CH2:31][CH2:32][CH2:33][CH3:34])[C:28]([O-])=O)C.[Na+]>C1C=CC=CC=1.C(OCC)(=O)C>[CH2:28]([NH:4][S:1]([NH2:5])(=[O:3])=[O:2])[C:27]1[CH:25]=[CH:34][CH:33]=[CH:32][CH:31]=1 |f:2.3|. Procedure: The condensed sulfamide having an allyloxycarbonyl protecting group obtained as Sample No. 3 of Example 1 is dissolved in benzene (10 vol.), and triphenylphosphine (0.3 Eq.), sodium 2-ethylhexanoate (1.5 Eq.) in ethyl acetate, and palladium tetrakistriphenylphosphine (0.02 Eq.) are added thereto successively. The mixture is stirred at room temperature for 30 minutes. The reaction mixture is diluted with ethyl acetate, washed with water, dried, and concentrated in vacuo. The residue is recrystall... The reactants are CCOC(=O)C(Cc1ccc(OCCNC(=O)c2ccc(-c3ccccn3)cc2)c(Br)c1)Oc1ccccc1, [Na+], [OH-]. The product is O=C(NCCOc1ccc(CC(Oc2ccccc2)C(=O)O)cc1Br)c1ccc(-c2ccccn2)cc1. Reaction SMILES: [Br:1][c:2]1[cH:3][c:4]([CH2:26][CH:27]([C:28](=[O:29])[O:30][CH2:31][CH3:32])[O:33][c:34]2[cH:35][cH:36][cH:37][cH:38][cH:39]2)[cH:5][cH:6][c:7]1[O:8][CH2:9][CH2:10][NH:11][C:12]([c:13]1[cH:14][cH:15][c:16](-[c:19]2[n:20][cH:21][cH:22][cH:23][cH:24]2)[cH:17][cH:18]1)=[O:25].[Na+:41].[OH-:40]>>[Br:1][c:2]1[cH:3][c:4]([CH2:26][CH:27]([C:28](=[O:29])[OH:30])[O:33][c:34]2[cH:35][cH:36][cH:37][cH:38][cH:39]2)[cH:5][cH:6][c:7]1[O:8][CH2:9][CH2:10][NH:11][C:12]([c:13]1[cH:14][cH:15][c:16](-[c:19]2[n:20][cH:21][cH:22][cH:23][cH:24]2)[cH:17][cH:18]1)=[O:25]. Starting materials: CCOC(=O)N1C(=O)C2(c3ccc(Cl)cc31)C(c1ccc(Cl)cc1)NC(=O)CC2C1CCCCC1, CO, [Na+], [OH-]. The product is O=C1CC(C2CCCCC2)C2(C(=O)Nc3cc(Cl)ccc32)C(c2ccc(Cl)cc2)N1. RXN SMILES: [CH2:1]([O:2][C:3](=[O:4])[N:6]1[C:7](=[O:35])[C:8]2([c:9]3[cH:10][cH:11][c:12]([Cl:15])[cH:13][c:14]31)[CH:16]([c:28]1[cH:29][cH:30][c:31]([Cl:34])[cH:32][cH:33]1)[NH:17][C:18](=[O:27])[CH2:19][CH:20]2[CH:21]1[CH2:22][CH2:23][CH2:24][CH2:25][CH2:26]1)[CH3:5].[CH3:38][OH:39].[Na+:37].[OH-:36]>>[NH:6]1[C:7](=[O:35])[C:8]2([c:9]3[cH:10][cH:11][c:12]([Cl:15])[cH:13][c:14]31)[CH:16]([c:28]1[cH:29][cH:30][c:31]([Cl:34])[cH:32][cH:33]1)[NH:17][C:18](=[O:27])[CH2:19][CH:20]2[CH:21]1[CH2:22][CH2:23][CH2:24][CH2:25][CH2:26]1. Reactants: NC1=C(C(=O)NCC(=O)NCC2CCNCC2)C=C(C(=C1)F)F (4-[{(N-(2-Amino-4,5-difluorobenzoyl)glycyl)amino}methyl]piperidine), C(C)(C)(C)OC(=O)NC1=C(C(=O)NCC(=O)NCC2CCNCC2)C=C(C=C1)C(F)(F)F (4-[{(N-(2-(tert-butoxycarbonylamino)-5-trifluoromethylbenzoyl)glycyl)amino}methyl]piperidine), C(C)(C)(C)OC(=O)NC1=C(C(=O)NCC(=O)NCC2CCNCC2)C=C(C=C1)OC(F)(F)F (4-[{N-(2-(tert-Butoxycarbonylamino)-5-trifluoromethoxybenzoyl)glycyl}aminomethyl]piperidine), N1CCCCC1 (piperidine). Yields the product NC1=C(C(=O)NCC(=O)NCC2CCNCC2)C=C(C=C1)C(F)(F)F (4-[{(N-(2-Amino-5-trifluoromethylbenzoyl)glycyl)amino}methyl]piperidine). As a reaction SMILES: NC1C=C(F)C(F)=CC=1C(NCC(NCC1CCNCC1)=O)=O.C(OC(NC1C=CC(OC(F)(F)F)=CC=1C(NCC(NCC1CCNCC1)=O)=O)=O)(C)(C)C.N1CCCCC1.C(OC([NH:70][C:71]1[CH:90]=[CH:89][C:88]([C:91]([F:94])([F:93])[F:92])=[CH:87][C:72]=1[C:73]([NH:75][CH2:76][C:77]([NH:79][CH2:80][CH:81]1[CH2:86][CH2:85][NH:84][CH2:83][CH2:82]1)=[O:78])=[O:74])=O)(C)(C)C>>[NH2:70][C:71]1[CH:90]=[CH:89][C:88]([C:91]([F:94])([F:92])[F:93])=[CH:87][C:72]=1[C:73]([NH:75][CH2:76][C:77]([NH:79][CH2:80][CH:81]1[CH2:82][CH2:83][NH:84][CH2:85][CH2:86]1)=[O:78])=[O:74]. Reported procedure: 4-[{(N-(2-Amino-4,5-difluorobenzoyl)glycyl)amino}methyl]piperidine, 4-[{N-(2-(tert-Butoxycarbonylamino)-5-trifluoromethoxybenzoyl)glycyl}aminomethyl]piperidine, 4-[{N-(2-(tert-butoxycarbonylamino)-4,5-difluorobenzoyl)glycyl)amino}methyl]piperidine, and 4-[{(N-(2-(tert-butoxycarbonylamino)-5-trifluoromethylbenzoyl)glycyl)amino}methyl]piperidine were also prepared pursuant to the above method using the corresponding reactant, respectively.